From a dataset of the Open Reaction Database (ORD), a public repository of structured organic reaction records. describe an organic reaction: reactants, conditions, products, and yield Reactants: ClC1=C(C=C(C=C1)OCCN1CCOCC1)NC(C=CC1=CC=CC=C1)=O (N-(2-chloro-5-(2-morpholinoethoxy)phenyl)cinnamamide), [Cl-].[Cl-].[Cl-].[Al+3] (aluminium trichloride). Solvent: O (water), ClC1=CC=CC=C1 (chlorobenzene). Conditions: temperature 125 celsius, time 2 hour. Yields the product ClC=1C=CC(=C2C=CC(NC12)=O)OCCN1CCOCC1 (8-chloro-5-(2-morpholinoethoxy)quinolin-2(1H)-one). The yield is 33.9%. Reaction SMILES: [Cl:1][C:2]1[CH:7]=[CH:6][C:5]([O:8][CH2:9][CH2:10][N:11]2[CH2:16][CH2:15][O:14][CH2:13][CH2:12]2)=[CH:4][C:3]=1[NH:17][C:18](=[O:27])[CH:19]=[CH:20]C1C=CC=CC=1.[Cl-].[Cl-].[Cl-].[Al+3]>ClC1C=CC=CC=1.O>[Cl:1][C:2]1[CH:7]=[CH:6][C:5]([O:8][CH2:9][CH2:10][N:11]2[CH2:12][CH2:13][O:14][CH2:15][CH2:16]2)=[C:4]2[C:3]=1[NH:17][C:18](=[O:27])[CH:19]=[CH:20]2 |f:1.2.3.4|. Procedure details: N-(2-chloro-5-(2-morpholinoethoxy)phenyl)cinnamamide (800 mg, 2.1 mmol, 1 eq.) was placed in chlorobenzene (1.9 mL), in the presence of aluminium trichloride (1.6 g, 12.4 mmol, 6 eq.). The reaction mixture was heated at 125° C. and stirred for 2 hours. After cooling down to room temperature, it was diluted with a water and ice mixture and extracted with ethyl acetate. The organic phase was dried over MgSO4, filtered and concentrated under reduced pressure. The resulting residue was purified by c... Procedure details: To 10 parts pyridine hydrochloride heated to 170° under a stream of nitrogen is added 0.5 parts of 4-(4-methoxyphenyl)-5H-pyrido[3,4-b][1,4]benzothiazine-3(2H)-one in one portion. The reaction mixture is refluxed for 45 minutes, cooled, water is added and the solid which forms is collected and dried to yield 4-(4-hydroxyphenyl)-5H-pyrido[3,4-b][1,4]benzothiazin-3(2H)-one, m.p. greater than 300°. As a reaction SMILES: Cl.N1C=CC=CC=1.C[O:9][C:10]1[CH:15]=[CH:14][C:13]([C:16]2[C:17](=[O:30])[NH:18][CH:19]=[C:20]3[C:25]=2[NH:24][C:23]2[CH:26]=[CH:27][CH:28]=[CH:29][C:22]=2[S:21]3)=[CH:12][CH:11]=1>O>[OH:9][C:10]1[CH:11]=[CH:12][C:13]([C:16]2[C:17](=[O:30])[NH:18][CH:19]=[C:20]3[C:25]=2[NH:24][C:23]2[CH:26]=[CH:27][CH:28]=[CH:29][C:22]=2[S:21]3)=[CH:14][CH:15]=1 |f:0.1|. Product: OC1=CC=C(C=C1)C=1C(NC=C2SC3=C(NC21)C=CC=C3)=O (4-(4-hydroxyphenyl)-5H-pyrido[3,4-b][1,4]benzothiazin-3(2H)-one). The solvent is O (water). Starting materials: Cl.N1=CC=CC=C1 (pyridine hydrochloride), COC1=CC=C(C=C1)C=1C(NC=C2SC3=C(NC21)C=CC=C3)=O (4-(4-methoxyphenyl)-5H-pyrido[3,4-b][1,4]benzothiazine-3(2H)-one). Starting materials: O (water), ice, C(=O)(O)[O-].[Na+] (NaHCO3), OC(CCCCCCCCCCCCN1C(=O)N(C=2N=CN(C2C1=O)C)C)CO (1-(13,14-Dihydroxytetradecyl)-3,7-dimethylxanthine), Br (HBr), solution, C(C)(=O)O (acetic acid). Reaction conditions: time 30 minute. The product is C(C)(=O)OC(CCCCCCCCCCCCN1C(=O)N(C=2N=CN(C2C1=O)C)C)CBr (1-(13-acetoxy-14-bromotetradecyl)-3,7-dimethylxanthine). As a reaction SMILES: [OH:1][CH:2]([CH2:28]O)[CH2:3][CH2:4][CH2:5][CH2:6][CH2:7][CH2:8][CH2:9][CH2:10][CH2:11][CH2:12][CH2:13][CH2:14][N:15]1[C:24](=[O:25])[C:23]2[N:22]([CH3:26])[CH:21]=[N:20][C:19]=2[N:18]([CH3:27])[C:16]1=[O:17].[BrH:30].O.C([O-])(O)=O.[Na+].[C:37]([OH:40])(=O)[CH3:38]>>[C:37]([O:1][CH:2]([CH2:28][Br:30])[CH2:3][CH2:4][CH2:5][CH2:6][CH2:7][CH2:8][CH2:9][CH2:10][CH2:11][CH2:12][CH2:13][CH2:14][N:15]1[C:24](=[O:25])[C:23]2[N:22]([CH3:26])[CH:21]=[N:20][C:19]=2[N:18]([CH3:27])[C:16]1=[O:17])(=[O:40])[CH3:38] |f:3.4|. Procedure details: 1-(13,14-Dihydroxytetradecyl)-3,7-dimethylxanthine (0.80 g, 1.96 mmol) was stirred with HBr (1.94 mL of a 30% solution in acetic acid, 5.88 mmol) for 2 hours. The mixture was then added over 10 minutes to water (20 mL), ice (15 g) and NaHCO3 (3.5 g) and stirred for 30 minutes. The reaction mixture was extracted with dichloromethane (2×50 mL), the combined organic phases were dried using magnesium sulfate and the solvent was evaporated to obtain a residue of 1-(13-acetoxy-14-bromotetradecyl)-3,7-... Reactants: biphenyl imidazolyl tert-butyl ester, C(CCC)C1=NC=C2N1C(CC=C2CC(=O)OC(C)(C)C)C2=CC=C(C=C2)C2=C(C=CC=C2)C2=NN=NN2 (1,1-Dimethylethyl 3-butyl-5,6-dihydro-5-[2'-(1H-tetrazol-5-yl)[1,1'-biphenyl]-4-yl]imidazo[1,5-a]pyridin-8-acetate), C(=O)(C(F)(F)F)O (TFA). The solvent is C(Cl)(Cl)Cl (chloroform). Reaction conditions: time 75 minute. The product is C(CCC)C1=NC=C2N1C(CC=C2CC(=O)O)C2=CC=C(C=C2)C2=C(C=CC=C2)C2=NN=NN2 (3-Butyl-5,6-dihydro-5-[2'-(1H-tetrazol-5-yl)[1,1'-biphenyl]-4-yl]imidazo[1,5-a]pyridin-8-acetic acid). The yield is 84.0%. Reaction SMILES: [CH2:1]([C:5]1[N:9]2[CH:10]([C:22]3[CH:27]=[CH:26][C:25]([C:28]4[CH:33]=[CH:32][CH:31]=[CH:30][C:29]=4[C:34]4[NH:38][N:37]=[N:36][N:35]=4)=[CH:24][CH:23]=3)[CH2:11][CH:12]=[C:13]([CH2:14][C:15]([O:17]C(C)(C)C)=[O:16])[C:8]2=[CH:7][N:6]=1)[CH2:2][CH2:3][CH3:4].C(O)(C(F)(F)F)=O>C(Cl)(Cl)Cl>[CH2:1]([C:5]1[N:9]2[CH:10]([C:22]3[CH:27]=[CH:26][C:25]([C:28]4[CH:33]=[CH:32][CH:31]=[CH:30][C:29]=4[C:34]4[NH:38][N:37]=[N:36][N:35]=4)=[CH:24][CH:23]=3)[CH2:11][CH:12]=[C:13]([CH2:14][C:15]([OH:17])=[O:16])[C:8]2=[CH:7][N:6]=1)[CH2:2][CH2:3][CH3:4]. Procedure: To a solution of 20 mg (0.039 mmol) of biphenyl imidazolyl tert-butyl ester (the title compound of Example 17) in 0.5 mL of chloroform was added 0.25 mL of TFA, and the progress of the reaction was monitored by 1H NMR. The resulting solution was stirred at room temperature for 75 min. The mixture was quenched with methanol and concentrated in vacuo. The residue was dissolved in a minimum amount of methanol and triturated with dropwise addition of methylene chloride-ether-hexane to give 15 mg (84... The reactants are CCCI, O=c1ncc(F)c[nH]1, [K]. The product is CCCn1cc(F)cnc1=O. RXN SMILES: [CH2:10]([CH2:11][CH3:12])[I:13].[F:2][c:3]1[cH:4][n:5][c:6](=[O:9])[nH:7][cH:8]1.[K:1]>>[F:2][c:3]1[cH:4][n:5]([CH2:10][CH2:11][CH3:12])[c:6](=[O:9])[n:7][cH:8]1. The reactants are BrC1=CC=C(C=C1)[C@@H]1[C@H](C1)C(=O)N1CCCC1 (((1S,2S)-2-(4-bromophenyl)cyclopropyl)(pyrrolidin-1-yl)methanone), C1CCOC1 (THF). The product is BrC1=CC=C(C=C1)[C@@H]1[C@H](C1)CN1CCCC1 (1-(((1S,2S)-2-(4-bromophenyl)cyclopropyl)methyl)pyrrolidine). RXN SMILES: [Br:1][C:2]1[CH:7]=[CH:6][C:5]([C@H:8]2[CH2:10][C@@H:9]2[C:11]([N:13]2[CH2:17][CH2:16][CH2:15][CH2:14]2)=O)=[CH:4][CH:3]=1.C1COCC1>>[Br:1][C:2]1[CH:7]=[CH:6][C:5]([C@H:8]2[CH2:10][C@@H:9]2[CH2:11][N:13]2[CH2:17][CH2:16][CH2:15][CH2:14]2)=[CH:4][CH:3]=1. Procedure: Following the general procedure, reaction of 6f (3.95 g assayed, 13.42 mmol) with 1 M BH3 in THF (40.3 mL, 40.3 mmol) afforded 7f in an assay yield of 3.15 g (11.25 mmol, 84% assay yield, 100% peak area). A sample was concentrated in vacuo to an oil to provide the standard.